This data is from the Open Reaction Database (ORD), a public repository of structured organic reaction records. The task is: describe an organic reaction: reactants, conditions, products, and yield The reactants are C1CCOC1, Cl, Cc1ncnc2c(F)c(Nc3ccc(I)cc3F)c(NS(=O)(=O)C3(CCO[Si](C)(C)C(C)(C)C)CC3)cc12. Product: Cc1ncnc2c(F)c(Nc3ccc(I)cc3F)c(NS(=O)(=O)C3(CCO)CC3)cc12. Reaction SMILES: [CH2:40]1[O:41][CH2:42][CH2:43][CH2:44]1.[ClH:39].[F:1][c:2]1[c:3]([NH:9][c:10]2[c:11]([NH:22][S:23](=[O:24])(=[O:25])[C:26]3([CH2:29][CH2:30][O:31][Si:32]([C:33]([CH3:34])([CH3:35])[CH3:36])([CH3:37])[CH3:38])[CH2:27][CH2:28]3)[cH:12][c:13]3[c:14]([CH3:21])[n:15][cH:16][n:17][c:18]3[c:19]2[F:20])[cH:4][cH:5][c:6]([I:8])[cH:7]1>>[F:1][c:2]1[c:3]([NH:9][c:10]2[c:11]([NH:22][S:23](=[O:24])(=[O:25])[C:26]3([CH2:29][CH2:30][OH:31])[CH2:27][CH2:28]3)[cH:12][c:13]3[c:14]([CH3:21])[n:15][cH:16][n:17][c:18]3[c:19]2[F:20])[cH:4][cH:5][c:6]([I:8])[cH:7]1. Starting materials: O (Water), C12(CC3CC(CC(C1)C3)C2)CCC2=C(N=C(N2)C2=C(C=CC=C2)C)C(=O)O (5-(2-adamantan-1-yl-ethyl)-2-o-tolyl-1H-imidazole-4-carboxylic acid), C(=O)(N1C=NC=C1)N1C=NC=C1 (1,1′-carbonyldiimidazole), C(C1=CC=CC=C1)OC(=O)C=1C=C(C=CC1)O (3-Benzyloxycarbonyl-phenol). The solvent is CN(C)C=O (DMF). Reaction conditions: temperature 115 celsius, time 16 hour. Yields the product C(C1=CC=CC=C1)OC(=O)C=1C=C(C=CC1)OC(=O)C=1N=C(NC1CCC12CC3CC(CC(C1)C3)C2)C2=C(C=CC=C2)C (5-(2-Adamantan-1-yl-ethyl)-2-o-tolyl-1H-imidazole-4-carboxylic Acid 3-benzyloxycarbonyl-phenyl Ester). The yield is 16.3%. RXN SMILES: [C:1]12([CH2:11][CH2:12][C:13]3[NH:17][C:16]([C:18]4[CH:23]=[CH:22][CH:21]=[CH:20][C:19]=4[CH3:24])=[N:15][C:14]=3[C:25]([OH:27])=[O:26])[CH2:10][CH:5]3[CH2:6][CH:7]([CH2:9][CH:3]([CH2:4]3)[CH2:2]1)[CH2:8]2.C(N1C=CN=C1)(N1C=CN=C1)=O.[CH2:40]([O:47][C:48]([C:50]1[CH:51]=[C:52](O)[CH:53]=[CH:54][CH:55]=1)=[O:49])[C:41]1[CH:46]=[CH:45][CH:44]=[CH:43][CH:42]=1.O>CN(C=O)C>[CH2:40]([O:47][C:48]([C:50]1[CH:55]=[C:54]([O:26][C:25]([C:14]2[N:15]=[C:16]([C:18]3[CH:23]=[CH:22][CH:21]=[CH:20][C:19]=3[CH3:24])[NH:17][C:13]=2[CH2:12][CH2:11][C:1]23[CH2:8][CH:7]4[CH2:9][CH:3]([CH2:4][CH:5]([CH2:6]4)[CH2:10]2)[CH2:2]3)=[O:27])[CH:53]=[CH:52][CH:51]=1)=[O:49])[C:41]1[CH:42]=[CH:43][CH:44]=[CH:45][CH:46]=1. Procedure: A solution of 5-(2-adamantan-1-yl-ethyl)-2-o-tolyl-1H-imidazole-4-carboxylic acid (Example 93) (57 mg, 0.16 mmol) and 1,1′-carbonyldiimidazole(25 mg, 0.16 mmol) in DMF (0.5 ml) was stirred at room temperature for 30 min. 3-Benzyloxycarbonyl-phenol (36 mg, 0.16 mmol) was added and the mixture was stirred at 115° C. for 16 h, then cooled to room temperature. Water (5 ml) was added and the mixture was extracted with ethyl acetate (3×5 ml). The combined extracts were washed with brine, dried (MgSO4)... The reactants are CN1CCOCC1, COc1ccc(Nc2ncc(N)cn2)cc1, O=C(Nc1ccc(Cl)c(C(=O)O)c1)c1cccc(C(F)(F)F)c1, COc1nc(Cl)nc(OC)n1, ClCCl. The product is COc1ccc(Nc2ncc(NC(=O)c3cc(NC(=O)c4cccc(C(F)(F)F)c4)ccc3Cl)cn2)cc1. As a reaction SMILES: [CH3:35][N:36]1[CH2:37][CH2:38][O:39][CH2:40][CH2:41]1.[CH3:42][O:43][c:44]1[cH:45][cH:46][c:47]([NH:50][c:51]2[n:52][cH:53][c:54]([NH2:57])[cH:55][n:56]2)[cH:48][cH:49]1.[Cl:1][c:2]1[c:3]([C:4](=[O:5])[OH:6])[cH:7][c:8]([NH:11][C:12]([c:13]2[cH:14][c:15]([C:19]([F:20])([F:21])[F:22])[cH:16][cH:17][cH:18]2)=[O:23])[cH:9][cH:10]1.[Cl:24][c:25]1[n:26][c:27]([O:28][CH3:29])[n:30][c:31]([O:32][CH3:33])[n:34]1.[Cl:58][CH2:59][Cl:60]>>[Cl:1][c:2]1[c:3]([C:4](=[O:6])[NH:57][c:54]2[cH:53][n:52][c:51]([NH:50][c:47]3[cH:46][cH:45][c:44]([O:43][CH3:42])[cH:49][cH:48]3)[n:56][cH:55]2)[cH:7][c:8]([NH:11][C:12]([c:13]2[cH:14][c:15]([C:19]([F:20])([F:21])[F:22])[cH:16][cH:17][cH:18]2)=[O:23])[cH:9][cH:10]1. Reactants: FC(C(=O)NC1=CC=C(C=C1)CCC#N)(C(C(F)(F)F)(F)F)F (2,2,3,3,4,4,4-heptafluoro-N-[4-(2-cyanoethyl)phenyl]butanamide), [N-]=[N+]=[N-].[Na+] (sodium azide), [Cl-].[NH4+] (ammonium chloride), CN(C=O)C (dimethylformamide). The solvent is O (water), O (Water). Conditions: temperature 130 celsius. Yields the product FC(C(=O)NC1=CC=C(C=C1)CCC1=NN=NN1)(C(C(F)(F)F)(F)F)F (2,2,3,3,4,4,4-Heptafluoro-N-[4-(1H-tetrazol-5-ylethyl)phenyl]butanamide). The yield is 43.3%. Reaction SMILES: [F:1][C:2]([F:23])([C:16]([F:22])([F:21])[C:17]([F:20])([F:19])[F:18])[C:3]([NH:5][C:6]1[CH:11]=[CH:10][C:9]([CH2:12][CH2:13][C:14]#[N:15])=[CH:8][CH:7]=1)=[O:4].[N-:24]=[N+:25]=[N-:26].[Na+].[Cl-].[NH4+].CN(C)C=O>O>[F:1][C:2]([F:23])([C:16]([F:21])([F:22])[C:17]([F:19])([F:20])[F:18])[C:3]([NH:5][C:6]1[CH:11]=[CH:10][C:9]([CH2:12][CH2:13][C:14]2[NH:26][N:25]=[N:24][N:15]=2)=[CH:8][CH:7]=1)=[O:4] |f:1.2,3.4|. Procedure: A mixture of 2,2,3,3,4,4,4-heptafluoro-N-[4-(2-cyanoethyl)phenyl]butanamide (3.9 g), sodium azide (3.7 g), ammonium chloride (3 g) and dimethylformamide (60 mL) was stirred under a nitrogen atmosphere and heated in a 130° C. oil bath for 48 hours. Water (300 mL) was added to the hot mixture to dissolve all suspended salts and the solution was allowed to cool to room temperature. More water was added and the precipitate was collected by filtration. The tan solid was dried at 65° C. in vacuo overn... Reactants: OC(COC1=CC=C(C=C1)CCCCN)C (4-[4-(2-hydroxypropyloxy)phenyl]butyl amine), Cl.C(CCC)NC(=N)NC(=O)C1=NC(=C(N=C1N)N)Cl (butylamidino-3,5-diamino-6-chloropyrazinecarboxamide hydrochloride). Yields the product Cl.OC(COC1=CC=C(C=C1)CCCCNC(=N)NC(=O)C1=NC(=C(N=C1N)N)Cl)C (4-[4-(2-Hydroxypropyloxy)phenyl]butylamidino-3,5-diamino-6-chloropyrazinecarboxamide hydrochloride). Reaction SMILES: [OH:1][CH:2]([CH3:16])[CH2:3][O:4][C:5]1[CH:10]=[CH:9][C:8]([CH2:11][CH2:12][CH2:13][CH2:14][NH2:15])=[CH:7][CH:6]=1.Cl.C([NH:22][C:23]([NH:25][C:26]([C:28]1[C:33]([NH2:34])=[N:32][C:31]([NH2:35])=[C:30]([Cl:36])[N:29]=1)=[O:27])=N)CCC>>[ClH:36].[OH:1][CH:2]([CH3:16])[CH2:3][O:4][C:5]1[CH:10]=[CH:9][C:8]([CH2:11][CH2:12][CH2:13][CH2:14][NH:15][C:23]([NH:25][C:26]([C:28]2[C:33]([NH2:34])=[N:32][C:31]([NH2:35])=[C:30]([Cl:36])[N:29]=2)=[O:27])=[NH:22])=[CH:7][CH:6]=1 |f:1.2,3.4|. Reported procedure: Using general procedure Z, 4-[4-(2-hydroxypropyloxy)phenyl]butyl amine was converted into 4-[4-(2-hydroxypropyloxy)phenyl)]butylamidino-3,5-diamino-6-chloropyrazinecarboxamide hydrochloride, m.p. 212–214° C., APCI MS, M/Z=436 [C19H26ClN7O3+H]+. The reactants are ClC1=CC2=C(NC3=C(C=CC(=C23)C2=CC(=CC=C2)S(=O)(=O)CC)O)N=C1 (3-chloro-5-(3-(ethylsulfonyl)phenyl)-9H-pyrido[2,3-b]indol-8-ol), C(C)S(=O)(=O)C=1C=C(C=CC1)C1=C2C3=C(NC2=C(C=C1)OCCO)N=CC(=C3)C (2-(5-(3-(ethylsulfonyl)phenyl)-3-methyl-9H-pyrido[2,3-b]indol-8-yloxy)ethanol). Yields the product ClC1=CC2=C(NC3=C(C=CC(=C23)C2=CC(=CC=C2)S(=O)(=O)CC)OCCO)N=C1 (2-(3-chloro-5-(3-(ethylsulfonyl)phenyl)-9H-pyrido[2,3-b]indol-8-yloxy)ethanol). RXN SMILES: [Cl:1][C:2]1[CH:26]=[N:25][C:5]2[NH:6][C:7]3[C:12]([C:4]=2[CH:3]=1)=[C:11]([C:13]1[CH:18]=[CH:17][CH:16]=[C:15]([S:19]([CH2:22][CH3:23])(=[O:21])=[O:20])[CH:14]=1)[CH:10]=[CH:9][C:8]=3[OH:24].C(S(C1C=C(C2C=C[C:44]([O:47]CCO)=[C:43]3C=2C2C=C(C)C=NC=2N3)C=CC=1)(=O)=O)C>>[Cl:1][C:2]1[CH:26]=[N:25][C:5]2[NH:6][C:7]3[C:12]([C:4]=2[CH:3]=1)=[C:11]([C:13]1[CH:18]=[CH:17][CH:16]=[C:15]([S:19]([CH2:22][CH3:23])(=[O:21])=[O:20])[CH:14]=1)[CH:10]=[CH:9][C:8]=3[O:24][CH2:43][CH2:44][OH:47]. Procedure details: The title compound was prepared from Compound 218 by using an analogous procedure to that outlined in the preparation of Compound 215. 1H NMR (400 MHz, Methanol-d4) δ 8.39 (s, 1 H) 8.14 (m, 1 H) 8.06 (m, 1 H) 8.00 (m, 1 H) 7.87 (t, J=8.0 Hz, 1 H) 7.71 (d, J=4.0 Hz, 1 H) 7.21 (d, J=8.0 Hz, 1 H) 7.16 (d, J=8.0 Hz, 1 H) 4.36 (t, J=4 Hz, 2 H) 4.07 (t, J=4 Hz, 2 H) 3.30 (q, J=7.5 Hz, 2 H) 1.31 (t, J=7.5 Hz, 3 H). [M+H] calc'd for C21H20ClN2O4S, 431; found, 431. The reactants are ClC1=CC(=C(C=C1)CO)F ((4-chloro-2-fluorophenyl)methanol), N1C=NC=C1 (1H-imidazole), C(C)(C)(C)[Si](C)(C)Cl (tert-butylchlorodimethylsilane). Run in C1CCOC1 (THF). Conditions: time 12 hour. The product is ClC1=CC(=C(CO[Si](C)(C)C(C)(C)C)C=C1)F ((4-chloro-2-fluorobenzyloxy)(tert-butyl)dimethylsilane). As a reaction SMILES: [Cl:1][C:2]1[CH:7]=[CH:6][C:5]([CH2:8][OH:9])=[C:4]([F:10])[CH:3]=1.N1C=CN=C1.[C:16]([Si:20](Cl)([CH3:22])[CH3:21])([CH3:19])([CH3:18])[CH3:17]>C1COCC1>[Cl:1][C:2]1[CH:7]=[CH:6][C:5]([CH2:8][O:9][Si:20]([C:16]([CH3:19])([CH3:18])[CH3:17])([CH3:22])[CH3:21])=[C:4]([F:10])[CH:3]=1. Procedure details: To a stirred solution of (4-chloro-2-fluorophenyl)methanol (4.60 g, 28.6 mmol) in THF (100 mL) was added 1H-imidazole (1.95 g, 28.6 mmol) and tert-butylchlorodimethylsilane (4.32 g, 28.6 mmol) at room temperature. The reaction mixture was stirred for 12 h at RT. The white precipitate was filtered and the filtrate was washed with 0.1 N aqueous HCl. The separated aqueous phase was extracted with diethyl ether (2×40 mL). The combined organic phases were washed with saturated aqueous solution of sod... Starting materials: Cl.ClC1=CC=C(CN(N)C2=CC=C(C=C2)OC)C=C1 (1-(4-Chlorobenzyl)-1-(4-methoxyphenyl)hydrazine hydrochloride), O (water), C(C)(=O)[O-].[Na+] (Sodium acetate), C(C)(C)(C)SCC(CC(C(=O)OCC)(C)C)=O (ethyl 5-t-butylthio-2,2-dimethyl-4-oxopentanoate). The solvent is C1(=CC=CC=C1)C (toluene), C(C)(=O)O (acetic acid). Run at time 4 day. Yields the product ClC1=CC=C(CN2C(=C(C3=CC(=CC=C23)OC)SC(C)(C)C)CC(C(=O)OCC)(C)C)C=C1 (ethyl 3-[1-(4-chlorobenzyl)-3-(1,1-dimethylethylthio)-5-methoxyindol-2-yl]-2,2-dimethylpropionate). Reaction SMILES: Cl.[Cl:2][C:3]1[CH:19]=[CH:18][C:6]([CH2:7][N:8]([C:10]2[CH:15]=[CH:14][C:13]([O:16][CH3:17])=[CH:12][CH:11]=2)N)=[CH:5][CH:4]=1.C([O-])(=O)C.[Na+].[C:25]([S:29][CH2:30][C:31](=O)[CH2:32][C:33]([CH3:40])([CH3:39])[C:34]([O:36][CH2:37][CH3:38])=[O:35])([CH3:28])([CH3:27])[CH3:26].O>C1(C)C=CC=CC=1.C(O)(=O)C>[Cl:2][C:3]1[CH:19]=[CH:18][C:6]([CH2:7][N:8]2[C:10]3[C:15](=[CH:14][C:13]([O:16][CH3:17])=[CH:12][CH:11]=3)[C:30]([S:29][C:25]([CH3:28])([CH3:26])[CH3:27])=[C:31]2[CH2:32][C:33]([CH3:39])([CH3:40])[C:34]([O:36][CH2:37][CH3:38])=[O:35])=[CH:5][CH:4]=1 |f:0.1,2.3|. Reported procedure: 1-(4-Chlorobenzyl)-1-(4-methoxyphenyl)hydrazine hydrochloride (50 g; 190 mmol), prepared as in step 1, was dissolved in 400 mL toluene and 220 mL acetic acid. Sodium acetate (17.1 g; 210 mmol) was added followed by the addition of ethyl 5-t-butylthio-2,2-dimethyl-4-oxopentanoate (49 g; 188 mmol), prepared as in step 2. The reaction was stirred in the dark at room temperature for 4 days. The mixture was poured into water and extracted with ethyl acetate. The combined extracts were washed with wat... The product is O=Cc1ccc(O)c(I)c1. As a reaction SMILES: [C:18]([OH:19])(=[O:20])[CH3:21].[I:10][N:11]1[C:12](=[O:13])[CH2:14][CH2:15][C:16]1=[O:17].[OH:1][c:2]1[cH:3][cH:4][c:5]([CH:6]=[O:7])[cH:8][cH:9]1>>[OH:1][c:2]1[c:3]([I:10])[cH:4][c:5]([CH:6]=[O:7])[cH:8][cH:9]1. Starting materials: CC(=O)O, O=C1CCC(=O)N1I, O=Cc1ccc(O)cc1. Starting materials: Cl, O=NOS(=O)(=O)O, Cc1cc(N)n(-c2ccccc2)n1, N#CCC(N)=C(C#N)C#N, [Na+], [Na], [OH-], O, O=S(=O)(O)O. The product is Cc1cc(NN=C(C#N)C(N)=C(C#N)C#N)n(-c2ccccc2)n1. RXN SMILES: [ClH:39].[N:19]([O:20][S:21](=[O:22])(=[O:23])[OH:24])=[O:25].[NH2:1][c:2]1[cH:3][c:4]([CH3:13])[n:5][n:6]1-[c:7]1[cH:8][cH:9][cH:10][cH:11][cH:12]1.[NH2:27][C:28](=[C:29]([C:30]#[N:31])[C:32]#[N:33])[CH2:34][C:35]#[N:36].[Na+:38].[Na:26].[OH-:37].[OH2:40].[S:14](=[O:15])(=[O:16])([OH:17])[OH:18]>>[NH:1]([c:2]1[cH:3][c:4]([CH3:13])[n:5][n:6]1-[c:7]1[cH:8][cH:9][cH:10][cH:11][cH:12]1)[N:19]=[C:34]([C:28]([NH2:27])=[C:29]([C:30]#[N:31])[C:32]#[N:33])[C:35]#[N:36].